Task: describe an organic reaction: reactants, conditions, products, and yield. Dataset: the Open Reaction Database (ORD), a public repository of structured organic reaction records Reactants: C(C#C)O[C@@H]1[C@H](C(N1C(C(=O)OC(C1=CC=CC=C1)C1=CC=CC=C1)=C(C)C)=O)NC(CC1=CC=CC=C1)=O (diphenylmethyl α-[4(R)-propargyloxy-3(R)-phenylacetamido-2-oxo-azetidin-1-yl]-α-isopropylideneacetate), O (water), mercuric sulfate. The solvent is CO (methanol), S(O)(O)(=O)=O (sulfuric acid), C(C)(=O)OCC (ethyl acetate). Yields the product C(C(=O)C)O[C@@H]1[C@H](C(N1C(C(=O)OC(C1=CC=CC=C1)C1=CC=CC=C1)=C(C)C)=O)NC(CC1=CC=CC=C1)=O (Diphenylmethyl α-[4(R)-acetonyloxy-3(R)phenylacetamido-2-oxo-azetidin-1-yl]-α-isopropylideneacetate). Reaction SMILES: [CH2:1]([O:4][C@H:5]1[N:8]([C:9](=[C:26]([CH3:28])[CH3:27])[C:10]([O:12][CH:13]([C:20]2[CH:25]=[CH:24][CH:23]=[CH:22][CH:21]=2)[C:14]2[CH:19]=[CH:18][CH:17]=[CH:16][CH:15]=2)=[O:11])[C:7](=[O:29])[C@@H:6]1[NH:30][C:31](=[O:39])[CH2:32][C:33]1[CH:38]=[CH:37][CH:36]=[CH:35][CH:34]=1)[C:2]#[CH:3].[OH2:40]>CO.S(=O)(=O)(O)O.C(OCC)(=O)C>[CH2:1]([O:4][C@H:5]1[N:8]([C:9](=[C:26]([CH3:28])[CH3:27])[C:10]([O:12][CH:13]([C:14]2[CH:19]=[CH:18][CH:17]=[CH:16][CH:15]=2)[C:20]2[CH:21]=[CH:22][CH:23]=[CH:24][CH:25]=2)=[O:11])[C:7](=[O:29])[C@@H:6]1[NH:30][C:31](=[O:39])[CH2:32][C:33]1[CH:34]=[CH:35][CH:36]=[CH:37][CH:38]=1)[C:2]([CH3:3])=[O:40]. Procedure: To a solution of diphenylmethyl α-[4(R)-propargyloxy-3(R)-phenylacetamido-2-oxo-azetidin-1-yl]-α-isopropylideneacetate (2.236 g; 4.28 mmole) in methanol (20 ml) is added water (2 ml). To this solution is added a saturated solution of mercuric sulfate in 10% sulfuric acid (0.8 ml), and the mixture is refluxed for 30 minutes. The reaction mixture is cooled, diluted with ethyl acetate, and washed with water. The ethyl acetate layer is dried over sodium sulfate, and concentrated under reduced pressu... The reactants are O=C1CCC(=O)N1Br, CO, O=Cc1cc(Cl)c(C(=O)Nc2ccc(Cl)cc2C(=O)Nc2ccc(Cl)cc2)s1, ClC(Cl)(Cl)Cl, CC(C)(C#N)N=NC(C)(C)C#N, O, c1ccccc1. Yields the product COC(=O)c1cc(Cl)c(C(=O)Nc2ccc(Cl)cc2C(=O)Nc2ccc(Cl)cc2)s1. Reaction SMILES: [Br:29][N:30]1[C:31](=[O:32])[CH2:36][CH2:35][C:33]1=[O:34].[CH3:49][OH:50].[Cl:1][c:2]1[cH:3][cH:4][c:5]([NH:8][C:9]([c:10]2[c:11]([NH:17][C:18](=[O:19])[c:20]3[s:21][c:22]([CH:26]=[O:27])[cH:23][c:24]3[Cl:25])[cH:12][cH:13][c:14]([Cl:16])[cH:15]2)=[O:28])[cH:6][cH:7]1.[Cl:51][C:52]([Cl:53])([Cl:54])[Cl:55].[N:37]([C:38]([CH3:39])([CH3:40])[C:41]#[N:42])=[N:43][C:44]([CH3:45])([CH3:46])[C:47]#[N:48].[OH2:62].[cH:56]1[cH:57][cH:58][cH:59][cH:60][cH:61]1>>[Cl:1][c:2]1[cH:3][cH:4][c:5]([NH:8][C:9]([c:10]2[c:11]([NH:17][C:18](=[O:19])[c:20]3[s:21][c:22]([C:26](=[O:27])[O:32][CH3:31])[cH:23][c:24]3[Cl:25])[cH:12][cH:13][c:14]([Cl:16])[cH:15]2)=[O:28])[cH:6][cH:7]1. The reactants are CCNC(=O)Nc1nc2ccc(C(=O)CC#N)cc2s1, CO, ClC(Cl)Cl, O=[Pt]=O. Yields the product CCNC(=O)Nc1nc2ccc(C(=O)CCN)cc2s1. RXN SMILES: [C:1](#[N:2])[CH2:3][C:4](=[O:5])[c:6]1[cH:7][c:8]2[c:9]([n:10][c:11]([NH:13][C:14](=[O:15])[NH:16][CH2:17][CH3:18])[s:12]2)[cH:19][cH:20]1.[CH3:21][OH:22].[CH:26]([Cl:27])([Cl:28])[Cl:29].[Pt:23](=[O:24])=[O:25]>>[CH2:1]([NH2:2])[CH2:3][C:4](=[O:5])[c:6]1[cH:7][c:8]2[c:9]([n:10][c:11]([NH:13][C:14](=[O:15])[NH:16][CH2:17][CH3:18])[s:12]2)[cH:19][cH:20]1. RXN SMILES: [N:1]#[C:2]Br.[F:4][C:5]1[CH:10]=[CH:9][C:8]([C:11]2[C:16]([C:17]3[CH:18]=[N:19][C:20]([CH2:23][NH2:24])=[CH:21][CH:22]=3)=[CH:15][CH:14]=[CH:13][N:12]=2)=[CH:7][C:6]=1[CH3:25].CCN(C(C)C)C(C)C.C1(C)C=CC=CC=1>C(#N)C>[F:4][C:5]1[CH:10]=[CH:9][C:8]([C:11]2[C:16]([C:17]3[CH:22]=[CH:21][C:20]4[N:19]([C:2]([NH2:1])=[N:24][CH:23]=4)[CH:18]=3)=[CH:15][CH:14]=[CH:13][N:12]=2)=[CH:7][C:6]=1[CH3:25]. Conditions: time 4 hour. Run in C(C)#N (acetonitrile). Yields the product FC1=C(C=C(C=C1)C1=NC=CC=C1C=1C=CC=2N(C1)C(=NC2)N)C (6-(2-(4-fluoro-3-methylphenyl)pyridin-3-yl)imidazo[1,5-a]pyridin-3-amine). Reported procedure: Cyanogen bromide (62 mg) in dry acetonitrile (1 mL) was added to a screw capped vial containing a stirring solution of (2′-(4-fluoro-3-methylphenyl)-[3,3′-bipyridin]-6-yl)methanamine.xHCl (120 mg), i-Pr2NEt (0.2 mL) and anhydrous toluene. After 4 h, the reaction mixture was concentrated and purified by reverse phase preparative HPLC conditions provided 6-(2-(4-fluoro-3-methylphenyl)pyridin-3-yl)imidazo[1,5-a]pyridin-3-amine (28 mg). Starting materials: C1(=CC=CC=C1)C (toluene), N#CBr (Cyanogen bromide), CCN(C(C)C)C(C)C (i-Pr2NEt), FC1=C(C=C(C=C1)C1=NC=CC=C1C=1C=NC(=CC1)CN)C ((2′-(4-fluoro-3-methylphenyl)-[3,3′-bipyridin]-6-yl)methanamine). The reactants are C1CCOC1, CCOC(=O)CCCSc1nnnn1C, [Na+], [OH-]. Yields the product Cn1nnnc1SCCCC(=O)O. As a reaction SMILES: [CH2:18]1[O:19][CH2:20][CH2:21][CH2:22]1.[CH2:1]([CH3:2])[O:3][C:4]([CH2:5][CH2:6][CH2:7][S:8][c:9]1[n:10][n:11][n:12][n:13]1[CH3:14])=[O:15].[Na+:17].[OH-:16]>>[O:3]=[C:4]([CH2:5][CH2:6][CH2:7][S:8][c:9]1[n:10][n:11][n:12][n:13]1[CH3:14])[OH:15]. The reactants are [C-]#N.C(C)[Al+]CC (Diethylaluminum cyanide), C[C@@H](C=O)NC(OCC1=CC=CC=C1)=O (benzyl [(1S)-1-methyl-2-oxoethyl]carbamate), [NH4+].[Cl-] (NH4Cl), O (water). Run in C1(=CC=CC=C1)C (toluene). Reaction conditions: temperature -78 celsius, time 6 hour. Product: C(#N)C([C@H](C)NC(OCC1=CC=CC=C1)=O)O (benzyl [(1S)-2-cyano-2-hydroxy-1-methylethyl]carbamate). As a reaction SMILES: [C-:1]#[N:2].C([Al+]CC)C.[CH3:8][C@H:9]([NH:12][C:13](=[O:22])[O:14][CH2:15][C:16]1[CH:21]=[CH:20][CH:19]=[CH:18][CH:17]=1)[CH:10]=[O:11].[NH4+].[Cl-].O>C1(C)C=CC=CC=1>[C:1]([CH:10]([OH:11])[C@@H:9]([NH:12][C:13](=[O:22])[O:14][CH2:15][C:16]1[CH:21]=[CH:20][CH:19]=[CH:18][CH:17]=1)[CH3:8])#[N:2] |f:0.1,3.4|. Procedure: Diethylaluminum cyanide (4.53 mL, 1M in toluene, 4.53 mmol) was added dropwise to a stirred solution of benzyl [(1S)-1-methyl-2-oxoethyl]carbamate (0.853 g, 4.12 mmol) in dry toluene (33 mL) at −78° C. under N2. The mixture was stirred at −78° C. for 6 h and then allowed to warm to room temperature overnight. Saturated NH4Cl (20 mL) and water (10 mL) were added then the mixture was extracted with EtOAc (3×50 mL). The combined extracts were dried (Na2SO4) and concentrated in vacuo to afford the c... Reactants: COC1=NC(=CC=C1NC(=O)NC1=CC(=CC=C1)C(F)(F)F)OC (1-(2,6-dimethoxy-pyridin-3-yl)-3-(3-trifluoromethyl-phenyl)-urea), B(Br)(Br)Br (BBr3), B(Br)(Br)Br (BBr3). Solvent: ClCCl (dichloromethane), ClCCl (dichloromethane). The product is OC1=NC(=CC=C1NC(=O)NC1=CC(=CC=C1)C(F)(F)F)OC (1-(2-Hydroxy-6-methoxy-pyridin-3-yl)-3-(3-trifluoromethyl-phenyl)-urea). Yield: 43.8%. Reaction SMILES: C[O:2][C:3]1[C:8]([NH:9][C:10]([NH:12][C:13]2[CH:18]=[CH:17][CH:16]=[C:15]([C:19]([F:22])([F:21])[F:20])[CH:14]=2)=[O:11])=[CH:7][CH:6]=[C:5]([O:23][CH3:24])[N:4]=1.B(Br)(Br)Br>ClCCl>[OH:2][C:3]1[C:8]([NH:9][C:10]([NH:12][C:13]2[CH:18]=[CH:17][CH:16]=[C:15]([C:19]([F:20])([F:22])[F:21])[CH:14]=2)=[O:11])=[CH:7][CH:6]=[C:5]([O:23][CH3:24])[N:4]=1. Procedure: 1-(2,6-dimethoxy-pyridin-3-yl)-3-(3-trifluoromethyl-phenyl)-urea (0.5 g) was suspended in dry dichloromethane (10 ml), BBr3 (0.14 ml) was added and the solution stirred at room temperature. After 5 hours more BBr3 (50 μl) was added and after a further hour the reaction was diluted with more dichloromethane and quenched with ice-water. The mixture was extracted with ethyl acetate, dried over MgSO4, filtered and concentrated to provide a light purple residue. This was preloaded onto silica and chr... Reactants: [N+](=O)([O-])C1=CC=C(OC2=CC=C(C(C)(C)C3=CC(=CC=C3)C(C3=CC=C(C=C3)OC3=CC=C(C=C3F)[N+](=O)[O-])(C)C)C=C2)C(=C1)F (1,3-bis[4-(4-nitro-6-fluorophenoxy)-α, α-dimethylbenzyl]benzene), [H][H] (hydrogen). Reagents/catalysts: [Pd] (Pd). Solvent: C(C)(C)O (isopropyl alcohol). Product: NC1=CC=C(OC2=CC=C(C(C)(C)C3=CC(=CC=C3)C(C3=CC=C(C=C3)OC3=CC=C(C=C3F)N)(C)C)C=C2)C(=C1)F (1,3-bis[4-(4-amino-6-fluorophenoxy)-α, α-dimethylbenzyl]benzene). The yield is 81.0%. RXN SMILES: [N+:1]([C:4]1[CH:45]=[C:44]([F:46])[C:7]([O:8][C:9]2[CH:43]=[CH:42][C:12]([C:13]([C:16]3[CH:21]=[CH:20][CH:19]=[C:18]([C:22]([CH3:41])([CH3:40])[C:23]4[CH:28]=[CH:27][C:26]([O:29][C:30]5[C:35]([F:36])=[CH:34][C:33]([N+:37]([O-])=O)=[CH:32][CH:31]=5)=[CH:25][CH:24]=4)[CH:17]=3)([CH3:15])[CH3:14])=[CH:11][CH:10]=2)=[CH:6][CH:5]=1)([O-])=O.[H][H]>[Pd].C(O)(C)C>[NH2:37][C:33]1[CH:34]=[C:35]([F:36])[C:30]([O:29][C:26]2[CH:27]=[CH:28][C:23]([C:22]([C:18]3[CH:19]=[CH:20][CH:21]=[C:16]([C:13]([CH3:15])([CH3:14])[C:12]4[CH:42]=[CH:43][C:9]([O:8][C:7]5[C:44]([F:46])=[CH:45][C:4]([NH2:1])=[CH:5][CH:6]=5)=[CH:10][CH:11]=4)[CH:17]=3)([CH3:40])[CH3:41])=[CH:24][CH:25]=2)=[CH:31][CH:32]=1. Reported procedure: Successively, to a reduction vessel equipped with a thermometer, reflux condenser and stirrer, 115 g (0.184 mol) of 1,3-bis[4-(4-nitro-6-fluorophenoxy)-α, α-dimethylbenzyl]benzene, 250 g of isopropyl alcohol and 4.8 g of 5%-Pd/c having a moisture content of 50% were charged and reacted at 70°~80° C. for 4 hours in a hydrogen atmosphere. After finishing the reaction, the catalyst was filtered off and the filtrate was concentrated under reduced pressure to obtain 84.2 g (81% yield) of 1,3-bis[4-(4...